Dataset: the Open Reaction Database (ORD), a public repository of structured organic reaction records. Task: describe an organic reaction: reactants, conditions, products, and yield Starting materials: C(#N)C=1C=C2C=CC(=NC2=CC1)N1C(CN(CC1)C(=O)OC(C)(C)C)=O (tert-Butyl 4-(6-cyanoquinolin-2-yl)-3-oxopiperazine-1-carboxylate), C(=O)(C(F)(F)F)O (TFA). Reaction conditions: time 20 minute. The product is O=C1N(CCNC1)C1=NC2=CC=C(C=C2C=C1)C#N (2-(2-Oxopiperazin-1-yl)quinoline-6-carbonitrile). RXN SMILES: [C:1]([C:3]1[CH:4]=[C:5]2[C:10](=[CH:11][CH:12]=1)[N:9]=[C:8]([N:13]1[CH2:18][CH2:17][N:16](C(OC(C)(C)C)=O)[CH2:15][C:14]1=[O:26])[CH:7]=[CH:6]2)#[N:2].C(O)(C(F)(F)F)=O>>[O:26]=[C:14]1[CH2:15][NH:16][CH2:17][CH2:18][N:13]1[C:8]1[CH:7]=[CH:6][C:5]2[C:10](=[CH:11][CH:12]=[C:3]([C:1]#[N:2])[CH:4]=2)[N:9]=1. Procedure: tert-Butyl 4-(6-cyanoquinolin-2-yl)-3-oxopiperazine-1-carboxylate (0.15 g, 0.79 mmol) was treated with TFA (2 mL) and stirred for 20 minutes. Analysis of the reaction mixture by LC indicated the reaction had gone to completion. The solution was concentrated in vacuo and crude was azetroped (3×) with dichloroethane to furnish the title product. LC/MS (IE, m/z): [M+1]+=253. Procedure details: Under argon, a solution of 7.1 g (50 mmol) of acetylenedicarboxylic acid dimethyl ester in 30 ml of toluene is added dropwise to 12.5 g (50 mmol) of 2,3-bis(trimethylsilyloxy)-1,3-butadiene (95%) and then boiled under reflux for 19 hours. The reaction mixture is cooled, the solvent is evaporated off and the residue is distilled under a high vacuum (0.1 mbar, 124°-127°), yielding the title compound in the form of a yellow, highly viscous oil, 1H-NMR (CDCl3): δ=0.18 (s, 18H), 3.09 (s, 4H), 3.78 (s... Solvent: C1(=CC=CC=C1)C (toluene). Product: COC(=O)C1=C(CC(=C(C1)O[Si](C)(C)C)O[Si](C)(C)C)C(=O)OC (4,5-Bis(trimethylsilyloxy)cyclohexa-1,4-diene-1,2-dicarboxylic acid dimethyl ester). RXN SMILES: [CH3:1][O:2][C:3]([C:5]#[C:6][C:7]([O:9][CH3:10])=[O:8])=[O:4].[CH3:11][Si:12]([CH3:24])([CH3:23])[O:13][C:14]([C:16]([O:18][Si:19]([CH3:22])([CH3:21])[CH3:20])=[CH2:17])=[CH2:15]>C1(C)C=CC=CC=1>[CH3:1][O:2][C:3]([C:5]1[CH2:17][C:16]([O:18][Si:19]([CH3:22])([CH3:21])[CH3:20])=[C:14]([O:13][Si:12]([CH3:23])([CH3:11])[CH3:24])[CH2:15][C:6]=1[C:7]([O:9][CH3:10])=[O:8])=[O:4]. The reactants are COC(=O)C#CC(=O)OC (acetylenedicarboxylic acid dimethyl ester), C[Si](OC(=C)C(=C)O[Si](C)(C)C)(C)C (2,3-bis(trimethylsilyloxy)-1,3-butadiene). The reactants are ClC1=NC2=NC=CC=C2C=C1 (2-chloro-1,8-naphthyridine), N[C@@H]1C[C@H](C1)N1C(C(C=2C1=NC=CN2)(C)C)=O (5-(trans-3-aminocyclobutyl)-7,7-dimethyl-5H-pyrrolo[2,3-b]pyrazin-6(7H)-one), C([O-])([O-])=O.[Cs+].[Cs+] (cesium carbonate). Run in CN(C=O)C (dimethylformamide). Conditions: temperature 100 celsius. Product: N1=C(C=CC2=CC=CN=C12)N[C@@H]1C[C@H](C1)N1C(C(C=2C1=NC=CN2)(C)C)=O (5-(trans-3-((1,8-naphthyridin-2-yl)amino)cyclobutyl)-7,7-dimethyl-5H-pyrrolo[2,3-b]pyrazin-6(7H)-one). The yield is 20.6%. Reaction SMILES: Cl[C:2]1[CH:11]=[CH:10][C:9]2[C:4](=[N:5][CH:6]=[CH:7][CH:8]=2)[N:3]=1.[NH2:12][C@H:13]1[CH2:16][C@H:15]([N:17]2[C:21]3=[N:22][CH:23]=[CH:24][N:25]=[C:20]3[C:19]([CH3:27])([CH3:26])[C:18]2=[O:28])[CH2:14]1.C(=O)([O-])[O-].[Cs+].[Cs+]>CN(C)C=O>[N:3]1[C:4]2[C:9](=[CH:8][CH:7]=[CH:6][N:5]=2)[CH:10]=[CH:11][C:2]=1[NH:12][C@H:13]1[CH2:16][C@H:15]([N:17]2[C:21]3=[N:22][CH:23]=[CH:24][N:25]=[C:20]3[C:19]([CH3:26])([CH3:27])[C:18]2=[O:28])[CH2:14]1 |f:2.3.4|. Procedure: 2-chloro-1,8-naphthyridine (89 mg, 0.54 mmol), 5-(trans-3-aminocyclobutyl)-7,7-dimethyl-5H-pyrrolo[2,3-b]pyrazin-6(7H)-one (100 mg, 0.431 mmol), and cesium carbonate (202 mg, 0.620 mmol) were suspended in dry dimethylformamide (0.86 mL) under nitrogen and heated to 100° C. for 18 h. The mixture was cooled and extracted with ethyl acetate and water. The phases were separated and the organic was dried with magnesium sulfate before evaporating to dryness under reduced pressure. Purification using t... Reactants: O=S(=O)(O)F, COC(=O)C(F)(F)C(=O)F. The product is O=C(F)C(F)(F)C(=O)F. As a reaction SMILES: [F:11][S:12]([OH:13])(=[O:14])=[O:15].[F:1][C:2]([C:3](=[O:4])[O:5][CH3:6])([C:7](=[O:8])[F:9])[F:10]>>[F:1][C:2]([C:3](=[O:4])[F:11])([C:7](=[O:8])[F:9])[F:10]. The reactants are C(C=C)C1(CCN(C(O1)=O)C(C)C1=CC=C(C=C1)Br)C(C)C (6-allyl-3-[1-(4-bromo-phenyl)-ethyl]-6-isopropyl-[1,3]oxazinan-2-one), FC1=C(C=CC(=C1)F)B(O)O (2,4-difluorophenylboronic acid), C(=O)([O-])[O-].[Cs+].[Cs+] (Cs2CO3). Reagents/catalysts: Cl[Pd]([P](C1=CC=CC=C1)(C2=CC=CC=C2)C3=CC=CC=C3)([P](C4=CC=CC=C4)(C5=CC=CC=C5)C6=CC=CC=C6)Cl (PdCl2(PPh3)2). Solvent: O1CCOCC1 (1,4-dioxane). The product is C(C=C)C1(CCN(C(O1)=O)[C@@H](C)C1=CC=C(C=C1)C1=C(C=C(C=C1)F)F)C(C)C (6-allyl-3-((S)-1-(2′,4′-difluorobiphenyl-4-yl)ethyl)-6-isopropyl-1,3-oxazinan-2-one). Yield: 72.8%. As a reaction SMILES: [CH2:1]([C:4]1([CH:20]([CH3:22])[CH3:21])[O:9][C:8](=[O:10])[N:7]([CH:11]([C:13]2[CH:18]=[CH:17][C:16](Br)=[CH:15][CH:14]=2)[CH3:12])[CH2:6][CH2:5]1)[CH:2]=[CH2:3].[F:23][C:24]1[CH:29]=[C:28]([F:30])[CH:27]=[CH:26][C:25]=1B(O)O.C([O-])([O-])=O.[Cs+].[Cs+]>O1CCOCC1.Cl[Pd](Cl)([P](C1C=CC=CC=1)(C1C=CC=CC=1)C1C=CC=CC=1)[P](C1C=CC=CC=1)(C1C=CC=CC=1)C1C=CC=CC=1>[CH2:1]([C:4]1([CH:20]([CH3:22])[CH3:21])[O:9][C:8](=[O:10])[N:7]([C@H:11]([C:13]2[CH:18]=[CH:17][C:16]([C:27]3[CH:26]=[CH:25][C:24]([F:23])=[CH:29][C:28]=3[F:30])=[CH:15][CH:14]=2)[CH3:12])[CH2:6][CH2:5]1)[CH:2]=[CH2:3] |f:2.3.4,^1:48,67|. Procedure: A mixture of 6-allyl-3-[1-(4-bromo-phenyl)-ethyl]-6-isopropyl-[1,3]oxazinan-2-one (200 mg, 0.55 mmol), 2,4-difluorophenylboronic acid (104 mg, 0.66 mmol), PdCl2(PPh3)2 (20 mg), aqueous Cs2CO3 solution (2 M, 2 mL) in 1,4-dioxane (8 mL) was heated to reflux for 2 h. The mixture was filtered, and the filtrate was extracted with EtOAc for 3 times. The combined organic layer was washed with brine, dried over Na2SO4 and concentrated to give the crude product, which was purified by preparative TLC to g... Reactants: C1(=CC=CC=C1)C(=NC1=CC(=C(C=C1)C1=C(C=CC(=C1)OC)F)CC(C)(C)C)C1=CC=CC=C1 (N-(diphenylmethylene)-2′-fluoro-5′-methoxy-2-neopentyl-[1,1′-biphenyl]-4-amine), Cl (hydrochloric acid), [OH-].[Na+] (sodium hydroxide). Run in C1CCOC1 (THF). Conditions: time 1 hour. Product: FC1=C(C=C(C=C1)OC)C1=C(C=C(C=C1)N)CC(C)(C)C (2′-fluoro-5′-methoxy-2-neopentyl-[1,1′-biphenyl]-4-amine). The yield is 80.2%. RXN SMILES: C1(C(C2C=CC=CC=2)=[N:8][C:9]2[CH:14]=[CH:13][C:12]([C:15]3[CH:20]=[C:19]([O:21][CH3:22])[CH:18]=[CH:17][C:16]=3[F:23])=[C:11]([CH2:24][C:25]([CH3:28])([CH3:27])[CH3:26])[CH:10]=2)C=CC=CC=1.Cl.[OH-].[Na+]>C1COCC1>[F:23][C:16]1[CH:17]=[CH:18][C:19]([O:21][CH3:22])=[CH:20][C:15]=1[C:12]1[CH:13]=[CH:14][C:9]([NH2:8])=[CH:10][C:11]=1[CH2:24][C:25]([CH3:28])([CH3:27])[CH3:26] |f:2.3|. Procedure: To a solution of a mixture (1.90 g) of N-(diphenylmethylene)-2′-fluoro-5′-methoxy-2-neopentyl-[1,1′-biphenyl]-4-amine in THF (42 mL) was added 3N hydrochloric acid (14.0 mL) at 0° C., and the mixture was stirred at room temperature for 1 hr. To the reaction mixture was added 8N aqueous sodium hydroxide solution at 0° C., and the mixture was extracted with ethyl acetate. The extract was washed with saturated brine and dried over anhydrous sodium sulfate. The solvent was evaporated under reduced p...